Dataset: the Open Reaction Database (ORD), a public repository of structured organic reaction records. Task: describe an organic reaction: reactants, conditions, products, and yield The reactants are CC=1SC2=C(N1)C=C(C=C2)OC[C@@H](CN2CCNCC2)O ((2R)-1-(2-methylbenzothiazol-5-yloxy)-3-piperazinylpropan-2-ol), C(C#C)Br (propargyl bromide), C([O-])([O-])=O.[K+].[K+] (potassium carbonate), ClCCl (dichloromethane). Solvent: CC(=O)C (acetone), CO (methanol). Reaction conditions: time 5 hour. Product: CC=1SC2=C(N1)C=C(C=C2)OC[C@H](CN2CCN(CC2)CC#C)O ((2S)-1-(2-methylbenzothiazol-5-yloxy)-3-(4-prop-2-ynylpiperazinyl)propan-2-ol). RXN SMILES: [CH3:1][C:2]1[S:3][C:4]2[CH:10]=[CH:9][C:8]([O:11][CH2:12][C@H:13]([OH:21])[CH2:14][N:15]3[CH2:20][CH2:19][NH:18][CH2:17][CH2:16]3)=[CH:7][C:5]=2[N:6]=1.[CH2:22](Br)[C:23]#[CH:24].C(=O)([O-])[O-].[K+].[K+].ClCCl>CC(C)=O.CO>[CH3:1][C:2]1[S:3][C:4]2[CH:10]=[CH:9][C:8]([O:11][CH2:12][C@@H:13]([OH:21])[CH2:14][N:15]3[CH2:16][CH2:17][N:18]([CH2:24][C:23]#[CH:22])[CH2:19][CH2:20]3)=[CH:7][C:5]=2[N:6]=1 |f:2.3.4|. Procedure: To a solution of (2R)-1-(2-methylbenzothiazol-5-yloxy)-3-piperazinylpropan-2-ol (800 mg, 2.6 mmol) in acetone (20 ml) was added propargyl bromide (80% solution, 0.290 ml, 2.6 mmol) and potassium carbonate (720 mg, 5.2 mmol). The solution was heated to reflux and stirred for 5 hours. Thin layer chromatography (10:1 dichloromethane:methanol) showed formation of product. The solution was cooled and filtered. The filtrate was concentrated and purified by preparative chromatography (dichloromethane:m...